Dataset: the Open Reaction Database (ORD), a public repository of structured organic reaction records. Task: describe an organic reaction: reactants, conditions, products, and yield Starting materials: OC1=CC=C(C=C1)B(O)O (4-hydroxyphenyl boronic acid), P(=O)([O-])([O-])[O-].[K+].[K+].[K+] (potassium phosphate), BrC=1C=CC=C2C=CC(=NC12)N1C=NC2=C1C=CC(=C2)OCCOC (8-Bromo-2-[5-(2-methoxy-ethoxy)-benzoimidazol-1-yl]-quinoline). The reagents and catalysts are C=1C=CC(=CC1)/C=C/C(=O)/C=C/C2=CC=CC=C2.C=1C=CC(=CC1)/C=C/C(=O)/C=C/C2=CC=CC=C2.C=1C=CC(=CC1)/C=C/C(=O)/C=C/C2=CC=CC=C2.[Pd].[Pd] (tris(dibenzylideneacetone)dipalladium). The solvent is O1CCOCC1 (dioxane). Conditions: temperature 105 celsius. The product is COCCOC1=CC2=C(N(C=N2)C2=NC3=C(C=CC=C3C=C2)C2=CC=C(C=C2)O)C=C1 (4-{2-[5-(2-Methoxy-ethoxy)-benzoimidazol-1-yl]-quinolin-8-yl)-phenol). The yield is 60.3%. RXN SMILES: Br[C:2]1[CH:3]=[CH:4][CH:5]=[C:6]2[C:11]=1[N:10]=[C:9]([N:12]1[C:16]3[CH:17]=[CH:18][C:19]([O:21][CH2:22][CH2:23][O:24][CH3:25])=[CH:20][C:15]=3[N:14]=[CH:13]1)[CH:8]=[CH:7]2.[OH:26][C:27]1[CH:32]=[CH:31][C:30](B(O)O)=[CH:29][CH:28]=1.P([O-])([O-])([O-])=O.[K+].[K+].[K+]>O1CCOCC1.C1C=CC(/C=C/C(/C=C/C2C=CC=CC=2)=O)=CC=1.C1C=CC(/C=C/C(/C=C/C2C=CC=CC=2)=O)=CC=1.C1C=CC(/C=C/C(/C=C/C2C=CC=CC=2)=O)=CC=1.[Pd].[Pd]>[CH3:25][O:24][CH2:23][CH2:22][O:21][C:19]1[CH:18]=[CH:17][C:16]2[N:12]([C:9]3[CH:8]=[CH:7][C:6]4[C:11](=[C:2]([C:30]5[CH:31]=[CH:32][C:27]([OH:26])=[CH:28][CH:29]=5)[CH:3]=[CH:4][CH:5]=4)[N:10]=3)[CH:13]=[N:14][C:15]=2[CH:20]=1 |f:2.3.4.5,7.8.9.10.11|. Reported procedure: 8-Bromo-2-[5-(2-methoxy-ethoxy)-benzoimidazol-1-yl]-quinoline 61F (585 mg, 1.47 mMol), was dissolved in 10 mL of dioxane under an atmosphere of dry N2. To this solution were added 4-hydroxyphenyl boronic acid (240 mg, 1.74 mMol), potassium phosphate (620 mg, 2.92 mMol) and tetrakis(triphenylphosphine)palladium (0) (85 mg, 0.074 mMol). The reaction mixture was heated to 105° C. and reacted at this temperature for 48 hours. The reaction mixture was then cooled to ambient temperature, concentrated ... Reactants: NC=1SC=C(N1)/C(/C(=O)OCC)=N/OCCBr (ethyl 2-(2-amino-4-thiazolyl)-2-[(Z)-(2-bromoethoxy)imino]-acetate), [N-]=[N+]=[N-].[Na+] (sodium azide). The solvent is C(C)(=O)OCC (ethyl acetate), CN(C=O)C (dimethylformamide). Yields the product NC=1SC=C(N1)/C(/C(=O)OCC)=N/OCCN=[N+]=[N-] (ethyl 2-(2-amino-4-thiazolyl)-2-[(Z)-(2-azidoethoxy)imino]-acetate). Yield: 96.3%. Reaction SMILES: [NH2:1][C:2]1[S:3][CH:4]=[C:5](/[C:7](=[N:13]/[O:14][CH2:15][CH2:16]Br)/[C:8]([O:10][CH2:11][CH3:12])=[O:9])[N:6]=1.[N-:18]=[N+:19]=[N-:20].[Na+]>CN(C)C=O.C(OCC)(=O)C>[NH2:1][C:2]1[S:3][CH:4]=[C:5](/[C:7](=[N:13]/[O:14][CH2:15][CH2:16][N:18]=[N+:19]=[N-:20])/[C:8]([O:10][CH2:11][CH3:12])=[O:9])[N:6]=1 |f:1.2|. Procedure details: 1 g of ethyl 2-(2-amino-4-thiazolyl)-2-[(Z)-(2-bromoethoxy)imino]-acetate in 20 ml of dimethylformamide is warmed to 50° C. for 12 hours with 9.5 g of sodium azide. The mixture is diluted with ethyl acetate, washed three times with water, dried over magnesium sulphate and evaporated. After recrystallization from acetone/isopropanol, there is obtained 0.85 g of ethyl 2-(2-amino-4-thiazolyl)-2-[(Z)-(2-azidoethoxy)imino]-acetate of melting point 123°-124° C.